From a dataset of the Open Reaction Database (ORD), a public repository of structured organic reaction records. describe an organic reaction: reactants, conditions, products, and yield Yield: 82.4%. RXN SMILES: [CH3:1][C:2]([C:4]1[CH:9]=[CH:8][C:7](Br)=[CH:6][CH:5]=1)=[O:3].[CH3:11][CH2:12][N:13]([CH2:16][CH2:17][OH:18])[CH2:14][CH3:15].C([O-])([O-])=O.[K+].[K+]>CS(C)=O.[Cu].[Cu]I>[CH2:12]([N:13]([CH2:14][CH3:15])[CH2:16][CH2:17][O:18][C:7]1[CH:8]=[CH:9][C:4]([C:2](=[O:3])[CH3:1])=[CH:5][CH:6]=1)[CH3:11] |f:2.3.4|. The product is C(C)N(CCOC1=CC=C(C=C1)C(C)=O)CC (1-{4-[2-(Diethylamino)ethoxy]phenyl}ethanone). Run in CS(=O)C (DMSO). Starting materials: CC(=O)C1=CC=C(C=C1)Br (4-bromoacetophenone), CCN(CC)CCO (diethylaminoethanol), C(=O)([O-])[O-].[K+].[K+] (K2CO3). The reagents and catalysts are [Cu] (copper), [Cu]I (copper(I) iodide). Reported procedure: A mixture of 4-bromoacetophenone (5 g, 25 mmol), the diethylaminoethanol (3.5 g, 38 mmol), K2CO3 (2 g), copper powder (0.5 g) and copper(I) iodide (2.5 g) in DMSO (30 ml) was heated at 120° C. until TLC showed consumption of the starting material. After cooling to RT, the mixture was poured onto aqueous NH3 (28%, 100 ml), extracted with CH2Cl2 (3×100 ml). The combined organic extracts were dried (Na2SO4), filtered and the CH2Cl2 distilled in vacuo. The crude product was purified by column chroma... The reactants are C(C)(C)(C)OC(NCCNC(=O)C=1N(C=C(C1)NC(=O)C=1N(C=C(C1)NC(=O)C=1N(C=CN1)C)C)C)=O ((2-{[1-Methyl-4-[(1-methyl-4-[(1-methyl-1H-imidazole-2-carbonyl)-amino]-1H-pyrrole-2-carbonyl]-amino)-1H-pyrrole-2-carbonyl]-amino}-ethyl)-carbamic acid tert-butyl ester), C(=O)(C(F)(F)F)O.C(Cl)Cl (TFA CH2Cl2). Solvent: O (H2O). Reaction conditions: time 1.5 hour. Product: NCCNC(=O)C1=CC(=CN1C)NC(=O)C1=CC(=CN1C)NC(=O)C=1N(C=CN1)C (1-Methyl-1H-imidazole-2-carboxylic acid {5-[5-(2-amino-ethylcarbamoyl)-1-methyl-1H-pyrrol-3-ylcarbamoyl]-1-methyl-1H-pyrrol-3-yl}-amide). RXN SMILES: C(OC(=O)[NH:7][CH2:8][CH2:9][NH:10][C:11]([C:13]1[N:14]([CH3:36])[CH:15]=[C:16]([NH:18][C:19]([C:21]2[N:22]([CH3:35])[CH:23]=[C:24]([NH:26][C:27]([C:29]3[N:30]([CH3:34])[CH:31]=[CH:32][N:33]=3)=[O:28])[CH:25]=2)=[O:20])[CH:17]=1)=[O:12])(C)(C)C.C(O)(C(F)(F)F)=O.C(Cl)Cl>O>[NH2:7][CH2:8][CH2:9][NH:10][C:11]([C:13]1[N:14]([CH3:36])[CH:15]=[C:16]([NH:18][C:19]([C:21]2[N:22]([CH3:35])[CH:23]=[C:24]([NH:26][C:27]([C:29]3[N:30]([CH3:34])[CH:31]=[CH:32][N:33]=3)=[O:28])[CH:25]=2)=[O:20])[CH:17]=1)=[O:12] |f:1.2|. Reported procedure: Compound 6a (0.29 g, 0.06 mmol) and TFA/CH2Cl2 (1:1, 2 ml) containing H2O (40 μl) were stirred at room temperature for 1.5 hr. The solvent was removed under pressure and the residue stirred with DOWEX® 550A OH anion exchange resin (0.05 g, 0.17 mmol, washed with MeOH). The solution was decanted and evaporated. CHCl3 (5 ml) was added and the solid collected and dried under vacuum. Yield 0.02 g (90%). 1H NMR (DMSO): δ 10.49 (s, 1H, NH), 9.96 (s, 1H, NH), 8.13 (t, 1H, NH, J=6.0 Hz) 7.71 (bs, 2H, NH... Reactants: ClCC(=O)NNC(C(C)(C)C)=O (N′-(chloroacetyl)-2,2-dimethylpropanehydrazide), C([O-])(O)=O.[Na+] (sodium bicarbonate). The solvent is CN(C)C=O (DMF). Run at temperature 100 celsius. The product is C(C)(C)(C)C=1OCC(NN1)=O (2-tert-Butyl-4H-1,3,4-oxadiazin-5(6H)-one). Reaction SMILES: Cl[CH2:2][C:3]([NH:5][NH:6][C:7](=[O:12])[C:8]([CH3:11])([CH3:10])[CH3:9])=[O:4].C(=O)(O)[O-].[Na+]>CN(C=O)C>[C:8]([C:7]1[O:12][CH2:2][C:3](=[O:4])[NH:5][N:6]=1)([CH3:11])([CH3:10])[CH3:9] |f:1.2|. Procedure: 8.34 g (43.29 mmol) of N′-(chloroacetyl)-2,2-dimethylpropanehydrazide were dissolved in 800 ml of dry DMF, and 4.24 g (50.52 mmol) of sodium bicarbonate were added. The reaction mixture was heated at 100° C. overnight. After cooling, the solvent was removed on a rotary evaporator, water was added to the residue and the mixture was acidified with 1 N hydrochloric acid. The mixture was extracted three times with ethyl acetate, and the combined organic phases were washed with water, dried over sodi...